Task: describe an organic reaction: reactants, conditions, products, and yield. Dataset: the Open Reaction Database (ORD), a public repository of structured organic reaction records Starting materials: CCCCP(CCCC)CCCC, Cc1ccccc1, CC(O)c1ccc2nc(-c3ccc(C(F)(F)F)cc3)sc2c1, O=C(N=NC(=O)N1CCCCC1)N1CCCCC1, O, CCOC(=O)COc1ccc(S)cc1C. Yields the product CCOC(=O)COc1ccc(SC(C)c2ccc3nc(-c4ccc(C(F)(F)F)cc4)sc3c2)cc1C. RXN SMILES: [CH2:1]([P:2]([CH2:3][CH2:4][CH2:5][CH3:6])[CH2:7][CH2:8][CH2:9][CH3:10])[CH2:11][CH2:12][CH3:13].[CH3:69][c:70]1[cH:71][cH:72][cH:73][cH:74][cH:75]1.[F:14][C:15]([c:16]1[cH:17][cH:18][c:19](-[c:22]2[s:23][c:24]3[c:25]([n:26]2)[cH:27][cH:28][c:29]([CH:31]([CH3:32])[OH:33])[cH:30]3)[cH:20][cH:21]1)([F:34])[F:35].[N:51]([C:52]([N:53]1[CH2:54][CH2:55][CH2:56][CH2:57][CH2:58]1)=[O:59])=[N:60][C:61]([N:62]1[CH2:63][CH2:64][CH2:65][CH2:66][CH2:67]1)=[O:68].[OH2:76].[SH:36][c:37]1[cH:38][c:39]([CH3:50])[c:40]([O:41][CH2:42][C:43](=[O:44])[O:45][CH2:46][CH3:47])[cH:48][cH:49]1>>[F:14][C:15]([c:16]1[cH:17][cH:18][c:19](-[c:22]2[s:23][c:24]3[c:25]([n:26]2)[cH:27][cH:28][c:29]([CH:31]([CH3:32])[S:36][c:37]2[cH:38][c:39]([CH3:50])[c:40]([O:41][CH2:42][C:43](=[O:44])[O:45][CH2:46][CH3:47])[cH:48][cH:49]2)[cH:30]3)[cH:20][cH:21]1)([F:34])[F:35]. The reactants are C1(O)=CC(O)=CC=C1 (Resorcinol), CC(C)([O-])C.[K+] (potassium tert-butoxide), ClC=1C=CC=2N(C(C3=C(N(C2N1)CC)N=CC(=C3)CCl)=O)C (2-chloro-8-chloromethyl-5,11-dihydro-11-ethyl-5-methyl-6H-dipyrido[3,2-b:2',3'-e][1,4]diazepin-6-one). Run in CS(=O)C (dimethyl sulfoxide), CS(=O)C (dimethyl sulfoxide), C(C)(=O)OCC (ethyl acetate). Product: ClC=1C=CC=2N(C(C3=C(N(C2N1)CC)N=CC(=C3)CC3=CC(=CC=C3)O)=O)C (2-chloro-5,11-dihydro-11-ethyl-8-(3-hydroxyphenyl)methyl-5-methyl-6H-dipyrido[3,2-b:2',3'-e][1,4]diazepin-6-one). Yield: 56.1%. Reaction SMILES: [C:1]1([CH:8]=[CH:7][CH:6]=[C:4]([OH:5])[CH:3]=1)O.CC(C)([O-])C.[K+].[Cl:15][C:16]1[CH:17]=[CH:18][C:19]2[N:20]([CH3:36])[C:21](=[O:35])[C:22]3[CH:32]=[C:31]([CH2:33]Cl)[CH:30]=[N:29][C:23]=3[N:24]([CH2:27][CH3:28])[C:25]=2[N:26]=1>CS(C)=O.C(OCC)(=O)C>[Cl:15][C:16]1[CH:17]=[CH:18][C:19]2[N:20]([CH3:36])[C:21](=[O:35])[C:22]3[CH:32]=[C:31]([CH2:33][C:1]4[CH:8]=[CH:7][CH:6]=[C:4]([OH:5])[CH:3]=4)[CH:30]=[N:29][C:23]=3[N:24]([CH2:27][CH3:28])[C:25]=2[N:26]=1 |f:1.2|. Procedure: Resorcinol (0.082 g, 0.74 mmol) in dimethyl sulfoxide (1 mL) was treated with potassium tert-butoxide (1.0M in tetrahydrofuran, 0.15 mL, 0.15 mmol). The resulting stirred solution was treated with 2-chloro-8-chloromethyl-5,11-dihydro-11-ethyl-5-methyl-6H-dipyrido[3,2-b:2',3'-e][1,4]diazepin-6-one (0.050 g, 0.14 mmol) in dimethyl sulfoxide (1 mL) and the mixture was stirred an additional 16 hours. The mixture was diluted with ethyl acetate (50 mL) washed with brine, water, and brine (15 mL each).... Reactants: B(Br)(Br)Br (boron tribromide), BrC1=CC=2N3C4=C(C=C(C=C4C2C=C1)OC)C(C(=C3)CC=3C=NC=CC3)=O (9-bromo-2-methoxy-5-(3-pyridylmethyl)-4H-pyrido[3,2,1-jk]carbazole-4-one), C([O-])([O-])=O.[Na+].[Na+] (sodium carbonate), ice water. Solvent: C(Cl)Cl (methylene chloride), C(Cl)Cl (methylene chloride). Reaction conditions: time 12 hour. Yields the product BrC1=CC=2N3C4=C(C=C(C=C4C2C=C1)O)C(C(=C3)CC=3C=NC=CC3)=O (9-bromo-2-hydroxy-5-(3-pyridylmethyl)-4H-pyrido[3,2,1-jk]carbazole-4-one). The yield is 66.5%. As a reaction SMILES: [Br:1][C:2]1[CH:14]=[CH:13][C:12]2[C:11]3[C:6]4=[C:7]([C:17](=[O:27])[C:18]([CH2:20][C:21]5[CH:22]=[N:23][CH:24]=[CH:25][CH:26]=5)=[CH:19][N:5]4[C:4]=2[CH:3]=1)[CH:8]=[C:9]([O:15]C)[CH:10]=3.B(Br)(Br)Br.C(=O)([O-])[O-].[Na+].[Na+]>C(Cl)Cl>[Br:1][C:2]1[CH:14]=[CH:13][C:12]2[C:11]3[C:6]4=[C:7]([C:17](=[O:27])[C:18]([CH2:20][C:21]5[CH:22]=[N:23][CH:24]=[CH:25][CH:26]=5)=[CH:19][N:5]4[C:4]=2[CH:3]=1)[CH:8]=[C:9]([OH:15])[CH:10]=3 |f:2.3.4|. Procedure details: 9-bromo-2-methoxy-5-(3-pyridylmethyl)-4H-pyrido[3,2,1-jk]carbazole-4-one (700 mg) obtained in Example 101 was suspended in anhydrous methylene chloride (70 ml), and to the suspension was added dropwise a solution of boron tribromide in methylene chloride (1M; 10 ml) at room temperature. The reaction mixture was stirred at room temperature for 12 hours, and poured into ice water (100 ml). To this mixture was added saturated aqueous solution of sodium carbonate until the termination of foaming. Th... The reactants are COC(C1=C(C(=CC(=C1)Cl)O)O)=O (5-chloro-2,3-dihydroxy-benzoic acid methyl ester), BrCCCBr (1,3-dibromopropane), C(=O)([O-])[O-].[K+].[K+] (K2CO3). Run in CC(C)=O (2-propanone). The product is ClC=1C=C(C2=C(OCCCO2)C1)C(=O)OC (methyl 8-chloro-3,4-dihydro-2H-1,5-benzodioxepin-6-carboxylate). Yield: 94.8%. As a reaction SMILES: [CH3:1][O:2][C:3](=[O:13])[C:4]1[CH:9]=[C:8]([Cl:10])[CH:7]=[C:6]([OH:11])[C:5]=1[OH:12].Br[CH2:15][CH2:16][CH2:17]Br.C([O-])([O-])=O.[K+].[K+]>CC(=O)C>[Cl:10][C:8]1[CH:9]=[C:4]([C:3]([O:2][CH3:1])=[O:13])[C:5]2[O:12][CH2:17][CH2:16][CH2:15][O:11][C:6]=2[CH:7]=1 |f:2.3.4|. Reported procedure: A mixture of 5-chloro-2,3-dihydroxy-benzoic acid methyl ester (0.3 mol), 1,3-dibromopropane (0.42 mol) and K2CO3 (0.66 mol) in 2-propanone (500 ml) was stirred and refluxed for 20 hours, then filtered hot and the filtrate was evaporated. The residue was purified by column chromatography over silica gel (eluent: DCM). The desired fractions were collected and the solvent was evaporated. Toluene was added and azeotroped on the rotary evaporator, yielding 69 g of methyl 8-chloro-3,4-dihydro-2H-1,5-b... Starting materials: C1(CC1)COC1=C(C=C(C=C1F)C=1OC2=C(C=NC(=C2)OC[C@H](C)NC(OC(C)(C)C)=O)N1)F (tert-butyl ((2S)-1-((2-(4-(cyclopropylmethoxy)-3,5-difluorophenyl)[1,3]oxazolo[4,5-c]pyridin-6-yl)oxy)propan-2-yl)carbamate), N1CCC1 (azetidine). Product: C1(CC1)COC1=C(C=C(C=C1F)C=1OC2=C(C=NC(=C2)OC[C@H](C)NC(=O)N2CCC2)N1)F (N-((2S)-1-((2-(4-(cyclopropylmethoxy)-3,5-difluorophenyl)[1,3]oxazolo[4,5-c]pyridin-6-yl)oxy)propan-2-yl)azetidine-1-carboxamide). Reaction SMILES: [CH:1]1([CH2:4][O:5][C:6]2[C:11]([F:12])=[CH:10][C:9]([C:13]3[O:14][C:15]4[CH:20]=[C:19]([O:21][CH2:22][C@@H:23]([NH:25][C:26](=O)[O:27]C(C)(C)C)[CH3:24])[N:18]=[CH:17][C:16]=4[N:33]=3)=[CH:8][C:7]=2[F:34])[CH2:3][CH2:2]1.[NH:35]1[CH2:38][CH2:37][CH2:36]1>>[CH:1]1([CH2:4][O:5][C:6]2[C:11]([F:12])=[CH:10][C:9]([C:13]3[O:14][C:15]4[CH:20]=[C:19]([O:21][CH2:22][C@@H:23]([NH:25][C:26]([N:35]5[CH2:38][CH2:37][CH2:36]5)=[O:27])[CH3:24])[N:18]=[CH:17][C:16]=4[N:33]=3)=[CH:8][C:7]=2[F:34])[CH2:3][CH2:2]1. Procedure details: Using tert-butyl ((2S)-1-((2-(4-(cyclopropylmethoxy)-3,5-difluorophenyl)[1,3]oxazolo[4,5-c]pyridin-6-yl)oxy)propan-2-yl)carbamate and azetidine, and in the same manner as in Example 59, the title compound was obtained. Starting materials: CCOCC, CN(C)C=O, ClCC1CO1, [H-], [Na+], O, Oc1cccc2ccccc12. The product is c1ccc2c(OCC3CO3)cccc2c1. Reaction SMILES: [CH3:19][CH2:20][O:21][CH2:22][CH3:23].[CH3:24][N:25]([CH3:26])[CH:27]=[O:28].[Cl:14][CH2:15][CH:16]1[CH2:17][O:18]1.[H-:1].[Na+:2].[OH2:29].[OH:3][c:4]1[cH:5][cH:6][cH:7][c:8]2[cH:9][cH:10][cH:11][cH:12][c:13]12>>[O:3]([c:4]1[cH:5][cH:6][cH:7][c:8]2[cH:9][cH:10][cH:11][cH:12][c:13]12)[CH2:15][CH:16]1[CH2:17][O:18]1. Reactants: BrB(Br)Br, CSC, CCOC(=O)c1oc2ccc(OC)cc2c1C, ClCCl. Yields the product CCOC(=O)c1oc2ccc(O)cc2c1C. RXN SMILES: [B:21]([Br:22])([Br:23])[Br:24].[CH3:18][S:19][CH3:20].[CH3:1][c:2]1[c:3]([C:13](=[O:14])[O:15][CH2:16][CH3:17])[o:4][c:5]2[c:6]1[cH:7][c:8]([O:11][CH3:12])[cH:9][cH:10]2.[Cl:25][CH2:26][Cl:27]>>[CH3:1][c:2]1[c:3]([C:13](=[O:14])[O:15][CH2:16][CH3:17])[o:4][c:5]2[c:6]1[cH:7][c:8]([OH:11])[cH:9][cH:10]2. Reactants: CCOC(=O)C1=Cc2cc(Cl)c(CBr)cc2OC1C(F)(F)F, Cc1ccnc([Mg]Br)c1, C1CCOC1, Cl[Pd]Cl, c1ccc(P(c2ccccc2)c2ccccc2)cc1, c1ccc(P(c2ccccc2)c2ccccc2)cc1. Yields the product CCOC(=O)C1=Cc2cc(Cl)c(Cc3cc(C)ccn3)cc2OC1C(F)(F)F. As a reaction SMILES: [Br:10][CH2:11][c:12]1[c:13]([Cl:31])[cH:14][c:15]2[c:20]([cH:21]1)[O:19][CH:18]([C:22]([F:23])([F:24])[F:25])[C:17]([C:26](=[O:27])[O:28][CH2:29][CH3:30])=[CH:16]2.[Br:1][Mg:2][c:3]1[n:4][cH:5][cH:6][c:7]([CH3:9])[cH:8]1.[CH2:73]1[O:74][CH2:75][CH2:76][CH2:77]1.[Pd:32]([Cl:33])[Cl:34].[c:35]1([P:36]([c:37]2[cH:38][cH:39][cH:40][cH:41][cH:42]2)[c:43]2[cH:44][cH:45][cH:46][cH:47][cH:48]2)[cH:49][cH:50][cH:51][cH:52][cH:53]1.[c:54]1([P:55]([c:56]2[cH:57][cH:58][cH:59][cH:60][cH:61]2)[c:62]2[cH:63][cH:64][cH:65][cH:66][cH:67]2)[cH:68][cH:69][cH:70][cH:71][cH:72]1>>[c:3]1([CH2:11][c:12]2[c:13]([Cl:31])[cH:14][c:15]3[c:20]([cH:21]2)[O:19][CH:18]([C:22]([F:23])([F:24])[F:25])[C:17]([C:26](=[O:27])[O:28][CH2:29][CH3:30])=[CH:16]3)[n:4][cH:5][cH:6][c:7]([CH3:9])[cH:8]1. The reactants are CCOC(=O)C(CC1CCCC1)c1ccc(S(=O)(=O)CC)cc1, CNC(N)=O, C[O-], C[O-], CO, CCOC(C)=O, [Mg+2]. The product is CCS(=O)(=O)c1ccc(C(CC2CCCC2)C(=O)NC(=O)NC)cc1. RXN SMILES: [CH2:1]([O:2][C:4]([CH:5]([CH2:6][CH:7]1[CH2:8][CH2:9][CH2:10][CH2:11]1)[c:12]1[cH:13][cH:14][c:15]([S:18](=[O:19])(=[O:20])[CH2:21][CH3:22])[cH:16][cH:17]1)=[O:23])[CH3:3].[CH3:24][NH:25][C:26](=[O:27])[NH2:28].[CH3:29][O-:30].[CH3:32][O-:33].[CH3:34][OH:35].[CH3:36][CH2:37][O:38][C:39](=[O:40])[CH3:41].[Mg+2:31]>>[C:4]([CH:5]([CH2:6][CH:7]1[CH2:8][CH2:9][CH2:10][CH2:11]1)[c:12]1[cH:13][cH:14][c:15]([S:18](=[O:19])(=[O:20])[CH2:21][CH3:22])[cH:16][cH:17]1)(=[O:23])[NH:28][C:26]([NH:25][CH3:24])=[O:27].